This data is from the Open Reaction Database (ORD), a public repository of structured organic reaction records. The task is: describe an organic reaction: reactants, conditions, products, and yield Reactants: BrCC1=CC(=CC=2C=COC21)[N+](=O)[O-] (7-(Bromomethyl)-5-nitro-1-benzofuran), BrCC1=CC(=CC=2C=COC21)[N+](=O)[O-] (7-(Bromomethyl)-5-nitro-1-benzofuran), [C@@H]12N(C[C@@H](NC1)C2)C(=O)OC(C)(C)C (tert-butyl (1S,4S)-(−)-2,5-diazabicyclo-(2.2.1)heptane-2-carboxylate). The product is [N+](=O)([O-])C=1C=C(C2=C(C=CO2)C1)CN1[C@@H]2CN([C@H](C1)C2)C(=O)OC(C)(C)C (tert-Butyl (1S,4S)-5-[(5-nitro-1-benzofuran-7-yl)methyl]-2,5-diazabicyclo[2.2.1]heptane-2-carboxylate). Yield: 79.0%. As a reaction SMILES: Br[CH2:2][C:3]1[C:11]2[O:10][CH:9]=[CH:8][C:7]=2[CH:6]=[C:5]([N+:12]([O-:14])=[O:13])[CH:4]=1.[C@H:15]12[CH2:21][C@H:18]([NH:19][CH2:20]1)[CH2:17][N:16]2[C:22]([O:24][C:25]([CH3:28])([CH3:27])[CH3:26])=[O:23]>>[N+:12]([C:5]1[CH:4]=[C:3]([CH2:2][N:19]2[CH2:20][C@@H:15]3[CH2:21][C@H:18]2[CH2:17][N:16]3[C:22]([O:24][C:25]([CH3:28])([CH3:27])[CH3:26])=[O:23])[C:11]2[O:10][CH:9]=[CH:8][C:7]=2[CH:6]=1)([O-:14])=[O:13]. Procedure: The title compound was prepared according to the procedure of Example 112, Step 1, starting from 7-(bromomethyl)-5-nitro-1-benzofuran (120 mg, 70 mol %, 0.39 mmol; Intermediate 64) and tert-butyl (1S,4S)-(−)-2,5-diazabicyclo-(2.2.1)heptane-2-carboxylate (93 mg, 0.47 mmol). The title compound (115 mg, 79%) was obtained as a light yellow sticky oil. HPLC 99%, RT=2.34 min (System A; 5-60% MeCN over 3 min), 99%, RT=2.15 min (System B; 5-60% MeCN over 3 min). MS (ESI+) for C19H23N3O5 m/z 374 (M+H)+.